Dataset: the Open Reaction Database (ORD), a public repository of structured organic reaction records. Task: describe an organic reaction: reactants, conditions, products, and yield Starting materials: ClCl (chlorine), CC(=C)[C@@H]1[C@H](C(N1C(CC1=CC=C(C=C1)OC)CC1=CC=C(C=C1)OC)=O)[C@@H](C)OC(=O)OCC1=CC=CC=C1 ((3S,4S)-4-(1-Methylethenyl)-3-(1-(R)-benzyloxycarbonyloxyethyl)-1-di(p-anisyl)methyl-2-azetidinone), O (Water), S(=S)(=O)([O-])[O-].[Na+].[Na+] (sodium thiosulfate). Solvent: C(Cl)(Cl)(Cl)Cl (carbon tetrachloride), C(C)(=O)OCC (ethyl acetate). Reaction conditions: time 15 minute. Product: ClCC(=C)[C@@H]1[C@H](C(N1C(CC1=CC=C(C=C1)OC)CC1=CC=C(C=C1)OC)=O)[C@@H](C)OC(=O)OCC1=CC=CC=C1 ((3S,4S)-4-(1-chloromethylethenyl)-3-(1-(R)-benzyloxycarbonyloxyethyl)-1-di(p-anisyl)methyl-2-azetidinone). Reaction SMILES: [CH3:1][C:2]([C@H:4]1[N:7]([CH:8]([CH2:18][C:19]2[CH:24]=[CH:23][C:22]([O:25][CH3:26])=[CH:21][CH:20]=2)[CH2:9][C:10]2[CH:15]=[CH:14][C:13]([O:16][CH3:17])=[CH:12][CH:11]=2)[C:6](=[O:27])[C@@H:5]1[C@H:28]([O:30][C:31]([O:33][CH2:34][C:35]1[CH:40]=[CH:39][CH:38]=[CH:37][CH:36]=1)=[O:32])[CH3:29])=[CH2:3].[Cl:41]Cl.O.S([O-])([O-])(=O)=S.[Na+].[Na+]>C(OCC)(=O)C.C(Cl)(Cl)(Cl)Cl>[Cl:41][CH2:3][C:2]([C@H:4]1[N:7]([CH:8]([CH2:9][C:10]2[CH:11]=[CH:12][C:13]([O:16][CH3:17])=[CH:14][CH:15]=2)[CH2:18][C:19]2[CH:24]=[CH:23][C:22]([O:25][CH3:26])=[CH:21][CH:20]=2)[C:6](=[O:27])[C@@H:5]1[C@H:28]([O:30][C:31]([O:33][CH2:34][C:35]1[CH:36]=[CH:37][CH:38]=[CH:39][CH:40]=1)=[O:32])[CH3:29])=[CH2:1] |f:3.4.5|. Procedure: (3S,4S)-4-(1-Methylethenyl)-3-(1-(R)-benzyloxycarbonyloxyethyl)-1-di(p-anisyl)methyl-2-azetidinone (200 g) was dissolved in ethyl acetate (3 liters), and a solution of chlorine in carbon tetrachloride (3.85%, 870 g) was added dropwise thereto at room temperature over a period of 15 minutes, followed by stirring for 1 hour. Water (1 liter) and then 10% aqueous sodium thiosulfate solution (50 ml) were poured into the reaction mixture, which was stirred for 0.5 hour and allowed to stand. The organi... RXN SMILES: O1C2C=CC(C3C=C(N)C(N)=CC=3)=CC=2OC1.[CH2:18]1[O:26][C:25]2[C:24]([N:27]3[C:31]4[CH:32]=[CH:33][CH:34]=[CH:35][C:30]=4[N:29]=[C:28]3[C:36]3[C:44]4[C:39](=[CH:40][CH:41]=[CH:42][CH:43]=4)[NH:38][N:37]=3)=[CH:23][CH:22]=[CH:21][C:20]=2[O:19]1>>[CH2:18]1[O:26][C:21]2[CH:22]=[CH:23][C:24]([N:27]3[C:31]4[CH:32]=[CH:33][CH:34]=[CH:35][C:30]=4[N:29]=[C:28]3[C:36]3[C:44]4[C:39](=[CH:40][CH:41]=[CH:42][CH:43]=4)[NH:38][N:37]=3)=[CH:25][C:20]=2[O:19]1. Reactants: O1COC2=C1C=CC(=C2)C=2C=C(C(=CC2)N)N (4-benzo[1,3]dioxol-5-ylbenzene-1,2-diamine), C1OC=2C=CC=C(C2O1)N1C(=NC2=C1C=CC=C2)C2=NNC1=CC=CC=C21 (3-(5-(5,6-methylenedioxy)phenyl-1H-benzoimidazol-2-yl)-1H-indazole). Product: C1OC=2C=C(C=CC2O1)N1C(=NC2=C1C=CC=C2)C2=NNC1=CC=CC=C21 (3-(5-(3,4-methylenedioxy)phenyl-1H-benzoimidazol-2-yl)-1H-indazole). Procedure: By proceeding in a manner similar to Example 235(i) above but using 4-benzo[1,3]dioxol-5-ylbenzene-1,2-diamine [Reference Example 30(k)] there was prepared 3-(5-(5,6-methylenedioxy)phenyl-1H-benzoimidazol-2-yl)-1H-indazole as a white solid. MS: 355.2 (M+H)+. HPLC (METHOD B1): RT=22.04 minutes. The reactants are COc1cccc2c1OC(COS(=O)(=O)c1ccc(C)cc1)CC2, CS(C)=O, CCOC(C)=O, Fc1ccc2c(C3=CCNCC3)c[nH]c2c1. Yields the product COc1cccc2c1OC(CN1CC=C(c3c[nH]c4cc(F)ccc34)CC1)CC2. As a reaction SMILES: [CH3:1][c:2]1[cH:3][cH:4][c:5]([S:6]([O:7][CH2:12][CH:13]2[O:14][c:15]3[c:16]([O:23][CH3:24])[cH:17][cH:18][cH:19][c:20]3[CH2:21][CH2:22]2)(=[O:8])=[O:9])[cH:10][cH:11]1.[CH3:41][S:42]([CH3:43])=[O:44].[CH3:45][CH2:46][O:47][C:48](=[O:49])[CH3:50].[F:25][c:26]1[cH:27][cH:28][c:29]2[c:30]([C:35]3=[CH:40][CH2:39][NH:38][CH2:37][CH2:36]3)[cH:31][nH:32][c:33]2[cH:34]1>>[CH2:12]([CH:13]1[O:14][c:15]2[c:16]([O:23][CH3:24])[cH:17][cH:18][cH:19][c:20]2[CH2:21][CH2:22]1)[N:38]1[CH2:37][CH2:36][C:35]([c:30]2[c:29]3[cH:28][cH:27][c:26]([F:25])[cH:34][c:33]3[nH:32][cH:31]2)=[CH:40][CH2:39]1. Starting materials: [H-].[Na+] (sodium hydride), ClC=1C=C(C=O)C=CC1 (m-chlorobenzaldehyde), CS(=O)C (dimethyl sulfoxide), [I-].C[S+](C)C (trimethylsulfonium iodide). Run in O (water), O1CCCC1 (tetrahydrofuran), O1CCCC1 (tetrahydrofuran). Run at time 15 minute. Product: ClC=1C=C(C2CO2)C=CC1 (m-chlorostyrene oxide). As a reaction SMILES: [H-].[Na+].CS(C)=O.[I-].[CH3:8][S+](C)C.[Cl:12][C:13]1[CH:14]=[C:15]([CH:18]=[CH:19][CH:20]=1)[CH:16]=[O:17]>O.O1CCCC1>[Cl:12][C:13]1[CH:14]=[C:15]([CH:18]=[CH:19][CH:20]=1)[CH:16]1[O:17][CH2:8]1 |f:0.1,3.4|. Procedure: A mixture of 42.0 g. of 57% sodium hydride dispersed in oil and 700 ml. of dimethyl sulfoxide is stirred at 70°-75° C. for one to one and one-half hours. The solution is diluted with 700 ml. of dry tetrahydrofuran and cooled to 0° C., under nitrogen. A 200 g. (1.0 mole) sample of trimethylsulfonium iodide is added in portions, maintaining the temperature between 0°-5° C. The mixture is stirred for 15 minutes and then a solution of 70.4 g. (0.50 mole) of m-chlorobenzaldehyde in 300 ml. of dry tet... Yield: 41.0%. Solvent: CS(=O)C (dimethyl sulfoxide), C(C)(=O)OCC (ethyl acetate), CS(=O)C (dimethyl sulfoxide), CN(C=O)C (N,N-dimethylformamide), C(C)(=O)OCC (ethyl acetate). The product is CC1=NC(=C(C(N1CC1=CC=C(C=C1)C)=O)CC1=CC=C(C=C1)C1=C(C=CC=C1)C1=NOC(N1)=O)CCC (2-methyl-3-(4-methylbenzyl)-5-{[2′-(5-oxo-4,5-dihydro-1,2,4-oxadiazol-3-yl)biphenyl-4-yl]methyl}-6-propylpyrimidin-4(3H)-one). Reported procedure: A mixture of 4′-[(2-methyl-6-oxo-4-propyl-1,6-dihydropyrimidin-5-yl)methyl]biphenyl-2-carbonitrile (4 g), sodium hydride (0.7 g) and N,N-dimethylformamide (40 mL) was stirred at room temperature for 10 min, 1-(bromomethyl)-4-methylbenzene (2.57 g) was added, and the mixture was stirred at room temperature for 16 hr. The reaction mixture was diluted with ethyl acetate, washed with 5% aqueous potassium hydrogen sulfate solution and then with saturated brine, and dried over anhydrous magnesium sulf... RXN SMILES: [CH3:1][C:2]1[NH:3][C:4](=[O:26])[C:5]([CH2:11][C:12]2[CH:17]=[CH:16][C:15]([C:18]3[C:19]([C:24]#[N:25])=[CH:20][CH:21]=[CH:22][CH:23]=3)=[CH:14][CH:13]=2)=[C:6]([CH2:8][CH2:9][CH3:10])[N:7]=1.[H-].[Na+].Br[CH2:30][C:31]1[CH:36]=[CH:35][C:34]([CH3:37])=[CH:33][CH:32]=1.[Cl-].O[NH3+:40].[C:41](=[O:44])([O-])[OH:42].[Na+]>C(OCC)(=O)C.CS(C)=O.CN(C)C=O>[CH3:1][C:2]1[N:3]([CH2:30][C:31]2[CH:36]=[CH:35][C:34]([CH3:37])=[CH:33][CH:32]=2)[C:4](=[O:26])[C:5]([CH2:11][C:12]2[CH:17]=[CH:16][C:15]([C:18]3[CH:23]=[CH:22][CH:21]=[CH:20][C:19]=3[C:24]3[NH:40][C:41](=[O:44])[O:42][N:25]=3)=[CH:14][CH:13]=2)=[C:6]([CH2:8][CH2:9][CH3:10])[N:7]=1 |f:1.2,4.5,6.7|. Reactants: [Cl-].O[NH3+] (hydroxylammonium chloride), C(O)([O-])=O.[Na+] (sodium hydrogen carbonate), CC=1NC(C(=C(N1)CCC)CC1=CC=C(C=C1)C=1C(=CC=CC1)C#N)=O (4′-[(2-methyl-6-oxo-4-propyl-1,6-dihydropyrimidin-5-yl)methyl]biphenyl-2-carbonitrile), [H-].[Na+] (sodium hydride), BrCC1=CC=C(C=C1)C (1-(bromomethyl)-4-methylbenzene). Reaction conditions: time 10 minute.